Dataset: the Open Reaction Database (ORD), a public repository of structured organic reaction records. Task: describe an organic reaction: reactants, conditions, products, and yield The reactants are O=C(Cl)c1ccccc1, ClC(Cl)Cl, C1=CCCCC(N2CCCCCC=NCCC2)CCCCC1, Cc1cc(C(F)(C(F)(F)F)C(F)(F)F)cc(C)c1NC(=O)c1cc(F)c(C#N)c(N)c1F. The product is Cc1cc(C(F)(C(F)(F)F)C(F)(F)F)cc(C)c1NC(=O)c1cc(F)c(C#N)c(NC(=O)c2ccccc2)c1F. Reaction SMILES: [C:55]([c:56]1[cH:57][cH:58][cH:59][cH:60][cH:61]1)(=[O:62])[Cl:63].[CH:64]([Cl:65])([Cl:66])[Cl:67].[N:33]1([CH:34]2[CH2:35][CH2:36][CH2:37][CH:38]=[CH:39][CH2:40][CH2:41][CH2:42][CH2:43][CH2:44]2)[CH2:45][CH2:46][CH2:47][N:48]=[CH:49][CH2:50][CH2:51][CH2:52][CH2:53][CH2:54]1.[NH2:1][c:2]1[c:3]([F:32])[c:4]([C:5](=[O:6])[NH:7][c:8]2[c:9]([CH3:25])[cH:10][c:11]([C:15]([C:16]([F:17])([F:18])[F:19])([C:20]([F:21])([F:22])[F:23])[F:24])[cH:12][c:13]2[CH3:14])[cH:26][c:27]([F:31])[c:28]1[C:29]#[N:30]>>[NH:1]([c:2]1[c:3]([F:32])[c:4]([C:5](=[O:6])[NH:7][c:8]2[c:9]([CH3:25])[cH:10][c:11]([C:15]([C:16]([F:17])([F:18])[F:19])([C:20]([F:21])([F:22])[F:23])[F:24])[cH:12][c:13]2[CH3:14])[cH:26][c:27]([F:31])[c:28]1[C:29]#[N:30])[C:55]([c:56]1[cH:57][cH:58][cH:59][cH:60][cH:61]1)=[O:62]. The reactants are N1N=CC=C1C1=CC(=C(C#N)C=C1)C(F)(F)F (4-(1H-pyrazol-5-yl)-2-(trifluoromethyl)benzonitrile), O[C@@H](CNC(OC(C)(C)C)=O)C ((R)-tert-butyl 2-hydroxypropylcarbamate), C1(=CC=CC=C1)P(C1=CC=CC=C1)C1=CC=CC=C1 (triphenylphosphine), N(=NC(=O)OC(C)(C)C)C(=O)OC(C)(C)C (di-tert-butyl azodicarboxylate). The product is NC[C@H](C)N1N=C(C=C1)C1=CC(=C(C#N)C=C1)C(F)(F)F ((S)-4-(1-(1-aminopropan-2-yl)-1H-pyrazol-3-yl)-2-(trifluoromethyl)benzonitrile). RXN SMILES: [NH:1]1[C:5]([C:6]2[CH:13]=[CH:12][C:9]([C:10]#[N:11])=[C:8]([C:14]([F:17])([F:16])[F:15])[CH:7]=2)=[CH:4][CH:3]=[N:2]1.O[C@H:19]([CH3:29])[CH2:20][NH:21]C(=O)OC(C)(C)C.C1(P(C2C=CC=CC=2)C2C=CC=CC=2)C=CC=CC=1.N(C(OC(C)(C)C)=O)=NC(OC(C)(C)C)=O>>[NH2:21][CH2:20][C@@H:19]([N:2]1[CH:3]=[CH:4][C:5]([C:6]2[CH:13]=[CH:12][C:9]([C:10]#[N:11])=[C:8]([C:14]([F:15])([F:16])[F:17])[CH:7]=2)=[N:1]1)[CH3:29]. Reported procedure: The title compound was prepared from 4-(1H-pyrazol-5-yl)-2-(trifluoromethyl)benzonitrile (1.4 g, 5.90 mmol), (R)-tert-butyl 2-hydroxypropylcarbamate (1.03 g, 5.90 mmol), triphenylphosphine (2.32 g, 8.85 mmol) and di-tert-butyl azodicarboxylate (2.04 g, 8.85 mmol) using the method of Example 34(c). Yield 0.429 g. 1H NMR (400 MHz; MeOD): δ 1.52 (d, 3H), 2.98 (dd, 1H), 3.12 (dd, 1H), 4.43 (m, 1H), 6.87 (d, 1H), 7.77 (d, 1H), 7.98 (m, 1H), 8.21 (m, 1H), 8.33 (m, 1H). Reactants: O=C1C(Cc2ccccc2)NC2(CCNCC2)N1Cc1ccccc1, C[Si](C)(C)Cl, CCC(C)=O, O. Product: O=C1C(Cc2ccccc2)NC2(CCNCC2)N1Cc1ccccc1, Cl. Reaction SMILES: [CH2:1]([c:2]1[cH:3][cH:4][cH:5][cH:6][cH:7]1)[N:8]1[C:9](=[O:25])[CH:10]([CH2:18][c:19]2[cH:20][cH:21][cH:22][cH:23][cH:24]2)[NH:11][C:12]12[CH2:13][CH2:14][NH:15][CH2:16][CH2:17]2.[CH3:27][Si:28]([CH3:29])([CH3:30])[Cl:31].[CH3:32][C:33]([CH2:34][CH3:35])=[O:36].[OH2:26]>>[CH2:1]([c:2]1[cH:3][cH:4][cH:5][cH:6][cH:7]1)[N:8]1[C:9](=[O:25])[CH:10]([CH2:18][c:19]2[cH:20][cH:21][cH:22][cH:23][cH:24]2)[NH:11][C:12]12[CH2:13][CH2:14][NH:15][CH2:16][CH2:17]2.[ClH:31]. Reactants: C(C)(=O)OC1CC(C=CC1=O)(C1=CC=CC=C1)C1=CC=CC=C1 (6-acetoxy-4,4-diphenyl-2-cyclohexenone), C(CCC)OCN(C[Si](C)(C)C)CC1=CC=CC=C1 (N-butoxymethyl-N(trimethylsilylmethyl)benzylamine), C([O-])([O-])=O.[Na+].[Na+] (sodium carbonate). The reagents and catalysts are FC(C(=O)O)(F)F (trifluoroacetic acid). The solvent is ClCCl (dichloromethane). Run at time 15 hour. Yields the product C(C)(=O)OC1C(C2CN(CC2C(C1)(C1=CC=CC=C1)C1=CC=CC=C1)CC1=CC=CC=C1)=O ((3aRS,5RS,7aRS)-5-acetoxy-2-benzyl-7,7-diphenylperhydroisoindol-4-one). As a reaction SMILES: [C:1]([O:4][CH:5]1[C:10](=[O:11])[CH:9]=[CH:8][C:7]([C:18]2[CH:23]=[CH:22][CH:21]=[CH:20][CH:19]=2)([C:12]2[CH:17]=[CH:16][CH:15]=[CH:14][CH:13]=2)[CH2:6]1)(=[O:3])[CH3:2].C(O[CH2:29][N:30]([CH2:36][C:37]1[CH:42]=[CH:41][CH:40]=[CH:39][CH:38]=1)[CH2:31][Si](C)(C)C)CCC.C(=O)([O-])[O-].[Na+].[Na+]>FC(F)(F)C(O)=O.ClCCl>[C:1]([O:4][CH:5]1[CH2:6][C:7]([C:18]2[CH:19]=[CH:20][CH:21]=[CH:22][CH:23]=2)([C:12]2[CH:13]=[CH:14][CH:15]=[CH:16][CH:17]=2)[CH:8]2[CH:9]([CH2:29][N:30]([CH2:36][C:37]3[CH:42]=[CH:41][CH:40]=[CH:39][CH:38]=3)[CH2:31]2)[C:10]1=[O:11])(=[O:3])[CH3:2] |f:2.3.4|. Reported procedure: 15 drops of trifluoroacetic acid are added to a solution of 86 g of 6-acetoxy-4,4-diphenyl-2-cyclohexenone and 96 cm3 of N-butoxymethyl-N(trimethylsilylmethyl)benzylamine in 1000 cm3 of dichloromethane. The reaction mixture is stirred at room temperature for 15 hours, 2 g of sodium carbonate are then added and the mixture is concentrated to dryness under reduced pressure (2.7 kPa). The residue is chromatographed on a Merck silica gel column (particle size 0.04-0.06 mm, diameter 7 cm, height 70 c...